This data is from the Open Reaction Database (ORD), a public repository of structured organic reaction records. The task is: describe an organic reaction: reactants, conditions, products, and yield The reactants are C1CCOC1, CO, [Na+], COC(=O)C1=C(c2ccc3c(c2)OCO3)c2cc(OC(C)C)ccc2OC1c1ccc2c(c1)OCO2, [OH-]. The product is CC(C)Oc1ccc2c(c1)C(c1ccc3c(c1)OCO3)=C(C(=O)O)C(c1ccc3c(c1)OCO3)O2. RXN SMILES: [CH2:39]1[O:40][CH2:41][CH2:42][CH2:43]1.[CH3:44][OH:45].[Na+:38].[O:1]1[CH2:2][O:3][c:4]2[c:5]1[cH:6][cH:7][c:8]([CH:10]1[O:11][c:12]3[cH:13][cH:14][c:15]([O:33][CH:34]([CH3:35])[CH3:36])[cH:16][c:17]3[C:18]([c:24]3[cH:25][c:26]4[c:27]([cH:31][cH:32]3)[O:28][CH2:29][O:30]4)=[C:19]1[C:20](=[O:21])[O:22][CH3:23])[cH:9]2.[OH-:37]>>[O:1]1[CH2:2][O:3][c:4]2[c:5]1[cH:6][cH:7][c:8]([CH:10]1[O:11][c:12]3[cH:13][cH:14][c:15]([O:33][CH:34]([CH3:35])[CH3:36])[cH:16][c:17]3[C:18]([c:24]3[cH:25][c:26]4[c:27]([cH:31][cH:32]3)[O:28][CH2:29][O:30]4)=[C:19]1[C:20](=[O:21])[OH:22])[cH:9]2. Solvent: CC(=O)C (acetone). Reaction conditions: time 8 hour. Product: C(C1=CC=CC=C1)OC1=CC=C(C=C1)C(CSC1=CC=NC2=CC=CC=C12)=O (4-[2-(4-Benzyloxyphenyl)-2-oxoethylthio]quinoline). Reactants: N1C=CC(C2=CC=CC=C12)=S (Quinoline-4(1H)-thione), C([O-])([O-])=O.[K+].[K+] (potassium carbonate), C(C1=CC=CC=C1)OC1=CC=C(C=C1)C(CBr)=O (1-Benzyloxy-4-bromoacetylbenzene). Procedure: Quinoline-4(1H)-thione (3.50 g, 21.9 mmol) and potassium carbonate (3.95 g, 28.5 mmol) were suspended in dry acetone(350 ml). 1-Benzyloxy-4-bromoacetylbenzene (8.00 g, 26.3 mmol) was gradually added to the suspension under ice cooling and stirred at room temperature overnight. The solvent was removed under reduced pressure. The residue was added with water, extracted with ethyl acetate, washed with saturated saline solution, and dried over anhydrous magnesium sulfate. The solvent was removed und... Reaction SMILES: [NH:1]1[C:10]2[C:5](=[CH:6][CH:7]=[CH:8][CH:9]=2)[C:4](=[S:11])[CH:3]=[CH:2]1.C(=O)([O-])[O-].[K+].[K+].[CH2:18]([O:25][C:26]1[CH:31]=[CH:30][C:29]([C:32](=[O:35])[CH2:33]Br)=[CH:28][CH:27]=1)[C:19]1[CH:24]=[CH:23][CH:22]=[CH:21][CH:20]=1>CC(C)=O>[CH2:18]([O:25][C:26]1[CH:27]=[CH:28][C:29]([C:32](=[O:35])[CH2:33][S:11][C:4]2[C:5]3[C:10](=[CH:9][CH:8]=[CH:7][CH:6]=3)[N:1]=[CH:2][CH:3]=2)=[CH:30][CH:31]=1)[C:19]1[CH:20]=[CH:21][CH:22]=[CH:23][CH:24]=1 |f:1.2.3|. Isolated yield 64.3%. The reactants are Br.FC(C1=CC=C(C=C1)N1N=C(C2=CC=CC=C12)C1CCN(CC1)C(=O)N)(F)F (4-[1-[4-(trifluoromethyl)phenyl]-1H-indazol-3-yl]piperidine-1-carboxamide hydrobromide), OS(=O)(=O)O (H2SO4), [OH-].[Na+] (NaOH). Solvent: O (H2O). Yields the product FC(C1=CC=C(C=C1)N1N=C(C2=CC=CC=C12)C1CCNCC1)(F)F (1-[4-(trifluoromethyl)phenyl]-3-(4-piperidinyl)-1H-indazole). Isolated yield 91.8%. RXN SMILES: Br.[F:2][C:3]([F:29])([F:28])[C:4]1[CH:9]=[CH:8][C:7]([N:10]2[C:18]3[C:13](=[CH:14][CH:15]=[CH:16][CH:17]=3)[C:12]([CH:19]3[CH2:24][CH2:23][N:22](C(N)=O)[CH2:21][CH2:20]3)=[N:11]2)=[CH:6][CH:5]=1.OS(O)(=O)=O.[OH-].[Na+]>O>[F:29][C:3]([F:2])([F:28])[C:4]1[CH:9]=[CH:8][C:7]([N:10]2[C:18]3[C:13](=[CH:14][CH:15]=[CH:16][CH:17]=3)[C:12]([CH:19]3[CH2:20][CH2:21][NH:22][CH2:23][CH2:24]3)=[N:11]2)=[CH:6][CH:5]=1 |f:0.1,3.4|. Procedure: A stirred mixture of 4-[1-[4-(trifluoromethyl)phenyl]-1H-indazol-3-yl]piperidine-1-carbonitrile of Example 77 (15 g, 0.041 moles) and 25% H2SO4 (100 ml) was refluxed for 20 hours. The mixture was cooled, poured into H2O, and basified with a 25% NaOH solution. The product was extracted (dichloromethane), dried (MgSO4), and concentrated to yield 13 g (93%) of 1-[4-(trifluoromethyl)phenyl]-3-(4-piperidinyl)-1H-indazole as an oil. To a stirred suspension of the indazole (4.0 g, 0.012 moles) in tolue... The reactants are CCO, O=C1c2ccccc2CN1CC#Cc1ccc(F)cc1F, [H][H]. Product: O=C1c2ccccc2CN1CCCc1ccc(F)cc1F. Reaction SMILES: [CH3:24][CH2:25][OH:26].[F:1][c:2]1[c:3]([C:9]#[C:10][CH2:11][N:12]2[C:13](=[O:21])[c:14]3[cH:15][cH:16][cH:17][cH:18][c:19]3[CH2:20]2)[cH:4][cH:5][c:6]([F:8])[cH:7]1.[H:22][H:23]>>[F:1][c:2]1[c:3]([CH2:9][CH2:10][CH2:11][N:12]2[C:13](=[O:21])[c:14]3[cH:15][cH:16][cH:17][cH:18][c:19]3[CH2:20]2)[cH:4][cH:5][c:6]([F:8])[cH:7]1. The reactants are OC1=NC2=CC=CC=C2C=C1 (2-Hydroxyquinoline), BrBr (bromine). Run in C(C)(=O)O (acetic acid). Product: BrC=1C=C2C=CC(=NC2=CC1)O (6-bromo-2-hydroxyquinoline). Reaction SMILES: [OH:1][C:2]1[CH:11]=[CH:10][C:9]2[C:4](=[CH:5][CH:6]=[CH:7][CH:8]=2)[N:3]=1.[Br:12]Br>C(O)(=O)C>[Br:12][C:7]1[CH:8]=[C:9]2[C:4](=[CH:5][CH:6]=1)[N:3]=[C:2]([OH:1])[CH:11]=[CH:10]2. Reported procedure: 2-Hydroxyquinoline (ex. Aldrich) was treated with bromine in acetic acid to give 6-bromo-2-hydroxyquinoline (Paolo and Gianlorenzo, Chem. Abs., 63, 5602C, 1965). The latter was treated with phosphorous oxychloride and phosphorous pentachloride at 90° to give 6-bromo-2-chloroquinoline. The latter was converted to the title compound by analogy with compound 33.